The task is: describe an organic reaction: reactants, conditions, products, and yield. This data is from the Open Reaction Database (ORD), a public repository of structured organic reaction records. Starting materials: CO, O=[N+]([O-])c1ccccc1S(=O)(=O)NCCO. Product: Nc1ccccc1S(=O)(=O)NCCO. Reaction SMILES: [CH3:17][OH:18].[OH:1][CH2:2][CH2:3][NH:4][S:5](=[O:6])(=[O:7])[c:8]1[c:9]([N+:14]([O-:15])=[O:16])[cH:10][cH:11][cH:12][cH:13]1>>[OH:1][CH2:2][CH2:3][NH:4][S:5](=[O:6])(=[O:7])[c:8]1[c:9]([NH2:14])[cH:10][cH:11][cH:12][cH:13]1. Reactants: C(#N)C=1C=NC=CC1 (3-Cyanopyridine), BrCC=C(C)C (1-bromo-3-methyl-2-butene), halide, C(CC(O)(C(=O)[O-])CC(=O)[O-])(=O)[O-].[Na+].[Na+].[Na+] (sodium citrate). Run in C(C)#N (acetonitrile). The product is C(CC(O)(C(=O)[O-])CC(=O)[O-])(=O)[O-].CC(=CC[N+]1=CC(=CC=C1)C#N)C.CC(=CC[N+]1=CC(=CC=C1)C#N)C.CC(=CC[N+]1=CC(=CC=C1)C#N)C (N-(3-Methyl-2-butenyl)-3-cyanopyridinium citrate). RXN SMILES: [C:1]([C:3]1[CH:4]=[N:5][CH:6]=[CH:7][CH:8]=1)#[N:2].Br[CH2:10][CH:11]=[C:12]([CH3:14])[CH3:13].[C:15]([O-:27])(=[O:26])[CH2:16][C:17]([CH2:22][C:23]([O-:25])=[O:24])([C:19]([O-:21])=[O:20])[OH:18].[Na+].[Na+].[Na+]>C(#N)C>[C:15]([O-:27])(=[O:26])[CH2:16][C:17]([CH2:22][C:23]([O-:25])=[O:24])([C:19]([O-:21])=[O:20])[OH:18].[CH3:13][C:12]([CH3:14])=[CH:11][CH2:10][N+:5]1[CH:6]=[CH:7][CH:8]=[C:3]([C:1]#[N:2])[CH:4]=1.[CH3:13][C:12]([CH3:14])=[CH:11][CH2:10][N+:5]1[CH:6]=[CH:7][CH:8]=[C:3]([C:1]#[N:2])[CH:4]=1.[CH3:13][C:12]([CH3:14])=[CH:11][CH2:10][N+:5]1[CH:6]=[CH:7][CH:8]=[C:3]([C:1]#[N:2])[CH:4]=1 |f:2.3.4.5,7.8.9.10|. Procedure details: 3-Cyanopyridine is reacted with 1-bromo-3-methyl-2-butene in acetonitrile; and the halide intermediate is reacted with sodium citrate. As a reaction SMILES: [CH2:35]([OH:36])[CH3:37].[CH3:4][c:5]1[cH:6][s:7][c:8]2[c:12]1-[n:11]1[c:10]([cH:15][cH:14][cH:13]1)[C:9]2=[N:16][O:17][CH2:18][CH2:19][N:20]1[C:21](=[O:22])[c:23]2[cH:24][cH:25][cH:26][cH:27][c:28]2[C:29]1=[O:30].[CH:31]([OH:32])([CH3:33])[CH3:34].[NH2:2][NH2:3].[OH2:1]>>[CH3:4][c:5]1[cH:6][s:7][c:8]2[c:12]1-[n:11]1[c:10]([cH:15][cH:14][cH:13]1)[C:9]2=[N:16][O:17][CH2:18][CH2:19][NH2:20]. Product: Cc1csc2c1-n1cccc1C2=NOCCN. Starting materials: CCO, Cc1csc2c1-n1cccc1C2=NOCCN1C(=O)c2ccccc2C1=O, CC(C)O, NN, O. As a reaction SMILES: [Cl:1][C:2]1[CH:11]=[C:10]2[C:5]([C:6]([OH:17])=[C:7]([C:12]([O:14]CC)=O)[CH:8]=[N:9]2)=[CH:4][CH:3]=1.[NH2:18][C:19]1[S:20][CH2:21][CH2:22][N:23]=1>>[ClH:1].[S:20]1[CH2:21][CH2:22][N:23]=[C:19]1[NH:18][C:12]([C:7]1[CH:8]=[N:9][C:10]2[C:5]([C:6]=1[OH:17])=[CH:4][CH:3]=[C:2]([Cl:1])[CH:11]=2)=[O:14] |f:2.3|. Procedure details: Using the procedure of Example 2, ethyl 7-chloro-4-hydroxy-3-quinoline-carboxylate and 2-amino-thiazoline were reacted at reflux for 48 hours and the product was crystallized from acetic acid to obtain N-(4,5-dihydro-thiazol-2-yl)-7-chloro-4-hydroxy-3-quinoline-carboxamide hydrochloride melting at >260° C. Reactants: ClC1=CC=C2C(=C(C=NC2=C1)C(=O)OCC)O (ethyl 7-chloro-4-hydroxy-3-quinoline-carboxylate), NC=1SCCN1 (2-amino-thiazoline). Yields the product Cl.S1C(=NCC1)NC(=O)C=1C=NC2=CC(=CC=C2C1O)Cl (N-(4,5-dihydro-thiazol-2-yl)-7-chloro-4-hydroxy-3-quinoline-carboxamide hydrochloride). Reactants: C(C)(=O)N1C(CC(C2=CC(=CC=C12)Br)NC1=CC=C(C=C1)Cl)C (1-acetyl-6-bromo-4-[(4-chlorophenyl)amino]-2-methyl-1,2,3,4-tetrahydroquinoline), C(C)(=O)N1C(CC(C2=CC(=CC=C12)Br)NC1=CC=C(C=C1)Cl)C (1-acetyl-6-bromo-4-[(4-chlorophenyl)amino]-2-methyl-1,2,3,4-tetrahydroquinoline), CC=1N(C(=CN1)[Sn](CCCC)(CCCC)CCCC)COCC[Si](C)(C)C (2-methyl-5-(tributylstannyl)-1-[[2-(trimethylsilyl)ethoxy]methyl]-1H-imidazole). The reagents and catalysts are C=1C=CC(=CC1)[P](C=2C=CC=CC2)(C=3C=CC=CC3)[Pd]([P](C=4C=CC=CC4)(C=5C=CC=CC5)C=6C=CC=CC6)([P](C=7C=CC=CC7)(C=8C=CC=CC8)C=9C=CC=CC9)[P](C=1C=CC=CC1)(C=1C=CC=CC1)C=1C=CC=CC1 (tetrakis(triphenylphosphine)palladium). The solvent is CN(C)C=O (DMF), CN(C)C=O (DMF). Reaction conditions: temperature 120 celsius, time 12 hour. The product is C(C)(=O)N1C(CC(C2=CC(=CC=C12)C1=CN=C(N1COCC[Si](C)(C)C)C)NC1=CC=C(C=C1)Cl)C (1-acetyl-6-{2-methyl-1-[[2-(trimethylsilyl)ethoxy]methyl]-1 H-imidazol-5-yl}-4-[(4-chlorophenyl)amino]-2-methyl-1,2,3,4-tetrahydroquinoline). Yield: 52.9%. RXN SMILES: [C:1]([N:4]1[C:13]2[C:8](=[CH:9][C:10](Br)=[CH:11][CH:12]=2)[CH:7]([NH:15][C:16]2[CH:21]=[CH:20][C:19]([Cl:22])=[CH:18][CH:17]=2)[CH2:6][CH:5]1[CH3:23])(=[O:3])[CH3:2].[CH3:24][C:25]1[N:26]([CH2:43][O:44][CH2:45][CH2:46][Si:47]([CH3:50])([CH3:49])[CH3:48])[C:27]([Sn](CCCC)(CCCC)CCCC)=[CH:28][N:29]=1>CN(C=O)C.C1C=CC([P]([Pd]([P](C2C=CC=CC=2)(C2C=CC=CC=2)C2C=CC=CC=2)([P](C2C=CC=CC=2)(C2C=CC=CC=2)C2C=CC=CC=2)[P](C2C=CC=CC=2)(C2C=CC=CC=2)C2C=CC=CC=2)(C2C=CC=CC=2)C2C=CC=CC=2)=CC=1>[C:1]([N:4]1[C:13]2[C:8](=[CH:9][C:10]([C:27]3[N:26]([CH2:43][O:44][CH2:45][CH2:46][Si:47]([CH3:50])([CH3:49])[CH3:48])[C:25]([CH3:24])=[N:29][CH:28]=3)=[CH:11][CH:12]=2)[CH:7]([NH:15][C:16]2[CH:21]=[CH:20][C:19]([Cl:22])=[CH:18][CH:17]=2)[CH2:6][CH:5]1[CH3:23])(=[O:3])[CH3:2] |^1:59,61,80,99|. Procedure details: [Step 1] 44 mg (cis:trans=3:1) of 1-acetyl-6-bromo-4-[(4-chlorophenyl)amino]-2-methyl-1,2,3,4-tetrahydroquinoline (compound 74) and 56 mg of 2-methyl-5-(tributylstannyl)-1-[[2-(trimethylsilyl)ethoxy]methyl]-1H-imidazole were dissolved in 1 mL of DMF, and 6 mg of tetrakis(triphenylphosphine)palladium was added to the solution. The mixture was stirred in a sealed tube for 12 hours at 120° C. After completion of the reaction, DMF was distilled off under reduced pressure. The resulting residue was d... Reactants: C1OC(C2=CC=CC=C2)(OC1)C1=C(C=CC=C1)C=1C=NN2C1N=CN=C2O (8-(4-α,α-ethylenedioxybenzylphenyl)-4-hydroxypyrazolo[1,5-a]-1,3,5-triazine), Cl (hydrochloric acid), O (water), CO (methanol). Solvent: CC(=O)C (acetone). Reaction conditions: time 2 hour. Yields the product C(C1=CC=CC=C1)(=O)C1=CC=C(C=C1)C=1C=NN2C1N=CN=C2O (8-(4-Benzoylphenyl)-4-hydroxypyrazolo[1,5-a]-1,3,5-triazine). Reaction SMILES: C1COC([C:12]2[CH:17]=[CH:16][CH:15]=[CH:14][C:13]=2[C:18]2[CH:19]=[N:20][N:21]3[C:26]([OH:27])=[N:25][CH:24]=[N:23][C:22]=23)(C2C=CC=CC=2)O1.Cl.[OH2:29].CO>CC(C)=O>[C:18]([C:16]1[CH:17]=[CH:12][C:13]([C:18]2[CH:19]=[N:20][N:21]3[C:26]([OH:27])=[N:25][CH:24]=[N:23][C:22]=23)=[CH:14][CH:15]=1)(=[O:29])[C:13]1[CH:14]=[CH:15][CH:16]=[CH:17][CH:12]=1. Procedure: A mixture of 8-(4-α,α-ethylenedioxybenzylphenyl)-4-hydroxypyrazolo[1,5-a]-1,3,5-triazine (0.20 g), conc. hydrochloric acid (0.5 ml), water (1 ml), methanol (4 ml) and acetone (1 ml) is stirred at 45°-60° C. for 2 hours. After cooling, the resulting precipitate is separated by filtration, washed with water and dried to give the title compound (0.15 g). Starting materials: [BH3-]C#N, CCn1c2ccccc2c2ccc(C=O)cc21, C1CCOC1, Cl, [Na+], c1cc(C2CCCNC2)[nH]n1. Product: CCn1c2ccccc2c2ccc(CN3CCCC(c4ccn[nH]4)C3)cc21. Reaction SMILES: [C:30]([BH3-:31])#[N:32].[CH2:1]([CH3:2])[n:3]1[c:4]2[cH:5][cH:6][cH:7][cH:8][c:9]2[c:10]2[cH:11][cH:12][c:13]([CH:16]=[O:17])[cH:14][c:15]12.[CH2:34]1[O:35][CH2:36][CH2:37][CH2:38]1.[ClH:18].[Na+:33].[nH:19]1[n:20][cH:21][cH:22][c:23]1[CH:24]1[CH2:25][NH:26][CH2:27][CH2:28][CH2:29]1>>[CH2:1]([CH3:2])[n:3]1[c:4]2[cH:5][cH:6][cH:7][cH:8][c:9]2[c:10]2[cH:11][cH:12][c:13]([CH2:16][N:26]3[CH2:25][CH:24]([c:23]4[nH:19][n:20][cH:21][cH:22]4)[CH2:29][CH2:28][CH2:27]3)[cH:14][c:15]12. Conditions: time 1 hour. The solvent is C(Cl)Cl (CH2Cl2), C(Cl)Cl (CH2Cl2). Isolated yield 71.9%. The product is CO[C@H]1CN(CC1)C(=O)C1=CC2=NC=CC(=C2S1)OC1=CC=C(C=C1)C(C(=O)NC)=O (2-{4-[2-((R)-3-Methoxy-pyrrolidine-1-carbonyl)-thieno[3,2-b]pyridin-7-yloxy]-phenyl}-N-methyl-2-oxo-acetamide). Reactants: OC(C(=O)NC)C1=CC=C(C=C1)OC1=C2C(=NC=C1)C=C(S2)C(=O)N2C[C@@H](CC2)OC (2-Hydroxy-2-{4-[2-((R)-3-methoxy-pyrrolidine-1-carbonyl)-thieno[3,2-b]pyridin-7-yloxy]-phenyl}-N-methyl-acetamide), CC(=O)OI1(C=2C=CC=CC2C(=O)O1)(OC(=O)C)OC(=O)C (Dess-Martin reagent), C(=O)(O)[O-].[Na+] (NaHCO3). RXN SMILES: CC(OI1(OC(C)=O)(OC(C)=O)OC(=O)C2C=CC=CC1=2)=O.[OH:23][CH:24]([C:29]1[CH:34]=[CH:33][C:32]([O:35][C:36]2[CH:41]=[CH:40][N:39]=[C:38]3[CH:42]=[C:43]([C:45]([N:47]4[CH2:51][CH2:50][C@@H:49]([O:52][CH3:53])[CH2:48]4)=[O:46])[S:44][C:37]=23)=[CH:31][CH:30]=1)[C:25]([NH:27][CH3:28])=[O:26].C([O-])(O)=O.[Na+]>C(Cl)Cl>[CH3:53][O:52][C@@H:49]1[CH2:50][CH2:51][N:47]([C:45]([C:43]2[S:44][C:37]3[C:38](=[N:39][CH:40]=[CH:41][C:36]=3[O:35][C:32]3[CH:33]=[CH:34][C:29]([C:24](=[O:23])[C:25]([NH:27][CH3:28])=[O:26])=[CH:30][CH:31]=3)[CH:42]=2)=[O:46])[CH2:48]1 |f:2.3|. Procedure details: To a solution of Dess-Martin reagent (48 mg, 0.114 mmol) in 1.5 mL of CH2Cl2 cooled to 0° C., was added dropwise a solution of 2-hydroxy-2-{4-[2-((R)-3-methoxy-pyrrolidine-1-carbonyl)-thieno[3,2-b]pyridin-7-yloxy]-phenyl}-N-methyl-acetamide (Example 77) (42 mg, 0.095 mmol) in 1.5 mL of CH2Cl2. The mixture was stirred at 0° C. to room temperature for one hour. Saturated aqueous NaHCO3 solution was added, and the mixture was extracted with CH2Cl2 and a small amount of MeOH. The combined organic ph...